From a dataset of the Open Reaction Database (ORD), a public repository of structured organic reaction records. describe an organic reaction: reactants, conditions, products, and yield The reactants are ClCCCC(CCCCC)OC(C)=O (1-chloro-4-acetoxynonane), ClCCCC(C(CCCC)(C)C)OC(C)=O (1-chloro-4-acetoxy-5,5-dimethylnonane), C(C)(=O)OC(CCCN(C(C)=O)CCCCCCC(=O)OCC)C(CCCC)(C)C (ethyl 7-[N-(4-acetoxy-5,5-dimethylnonyl)acetamido]heptanoate). Product: O[C@@H](C#CCN(C(C)=O)CCCCCCC(=O)O)CCCCC (7-[N-(4(R)-hydroxy-2-nonynyl)acetamido]heptanoic acid). As a reaction SMILES: ClCCCC(OC(=O)C)CCCCC.ClCCCC(OC(=O)C)C(C)(C)CCCC.C([O:34][CH:35]([C:54](C)(C)[CH2:55][CH2:56][CH2:57][CH3:58])[CH2:36][CH2:37][CH2:38][N:39]([CH2:43][CH2:44][CH2:45][CH2:46][CH2:47][CH2:48][C:49]([O:51]CC)=[O:50])[C:40](=[O:42])[CH3:41])(=O)C>>[OH:34][C@H:35]([CH2:54][CH2:55][CH2:56][CH2:57][CH3:58])[C:36]#[C:37][CH2:38][N:39]([CH2:43][CH2:44][CH2:45][CH2:46][CH2:47][CH2:48][C:49]([OH:51])=[O:50])[C:40](=[O:42])[CH3:41]. Procedure details: The synthesis of this compound is carried out as described in Example 2 except that, in Step B, the 1-chloro-4-acetoxynonane is replaced by an equimolar amount of 1-chloro-4-acetoxy-5,5-dimethylnonane (Example G, Step 3). The product in Step B is ethyl 7-[N-(4-acetoxy-5,5-dimethylnonyl)acetamido]heptanoate. The subsequent step yields 7-[N-(4-hydroxy-5,5-dimethylnonyl)acetamido]-heptanoic acid (C). Reactants: [C@H]12[C@H](NC[C@@H]2C1)CNC(=O)C1=C(N=C2SC=CN21)C (6-Methyl-imidazo[2,1-b]thiazole-5-carboxylic Acid[(1S,2S,5R)-1-(3-aza-bicyclo[3.1.0]hex-2-yl)methyl]-amide), FC1=CC=C(C=C1)C=1N=C(SC1C(=O)O)C (4-(4-Fluoro-phenyl)-2-methyl-thiazole-5-carboxylic acid). Yields the product FC1=CC=C(C=C1)C=1N=C(SC1C(=O)N1[C@@H]([C@H]2C[C@H]2C1)CNC(=O)C1=C(N=C2SC=CN21)C)C (6-Methyl-imidazo[2,1-b]thiazole-5-carboxylic acid{(1S,2S,5R)-3-[4-(4-fluoro-phenyl)-2-methyl-thiazole-5-carbonyl]-3-aza-bicyclo[3.1.0]hex-2-ylmethyl}-amide). Reaction SMILES: [C@H:1]12[CH2:6][C@H:5]1[CH2:4][NH:3][C@@H:2]2[CH2:7][NH:8][C:9]([C:11]1[N:18]2[C:14]([S:15][CH:16]=[CH:17]2)=[N:13][C:12]=1[CH3:19])=[O:10].[F:20][C:21]1[CH:26]=[CH:25][C:24]([C:27]2[N:28]=[C:29]([CH3:35])[S:30][C:31]=2[C:32](O)=[O:33])=[CH:23][CH:22]=1>>[F:20][C:21]1[CH:22]=[CH:23][C:24]([C:27]2[N:28]=[C:29]([CH3:35])[S:30][C:31]=2[C:32]([N:3]2[CH2:4][C@H:5]3[C@H:1]([CH2:6]3)[C@H:2]2[CH2:7][NH:8][C:9]([C:11]2[N:18]3[C:14]([S:15][CH:16]=[CH:17]3)=[N:13][C:12]=2[CH3:19])=[O:10])=[O:33])=[CH:25][CH:26]=1. Reported procedure: prepared by reaction of 6-Methyl-imidazo[2,1-b]thiazole-5-carboxylic Acid[(1S,2S,5R)-1-(3-aza-bicyclo[3.1.0]hex-2-yl)methyl]-amide with 4-(4-Fluoro-phenyl)-2-methyl-thiazole-5-carboxylic acid. RXN SMILES: [CH:1]1([CH2:7][CH:8]([CH2:9][C:10]#[N:11])[CH2:12][CH2:13][CH2:14][CH3:15])[CH2:2][CH2:3][CH2:4][CH2:5][CH2:6]1.[OH2:16].[S:17]([OH:18])(=[O:19])(=[O:20])[OH:21]>>[CH:1]1([CH2:7][CH:8]([CH2:9][C:10](=[O:16])[OH:18])[CH2:12][CH2:13][CH2:14][CH3:15])[CH2:2][CH2:3][CH2:4][CH2:5][CH2:6]1. Product: CCCCC(CC(=O)O)CC1CCCCC1. Starting materials: CCCCC(CC#N)CC1CCCCC1, O, O=S(=O)(O)O. Starting materials: CO, [N-]=[N+]=NCC1CN(c2cc(F)c(-c3cccnc3)c(F)c2)C(=O)O1. Yields the product NCC1CN(c2cc(F)c(-c3cccnc3)c(F)c2)C(=O)O1. Reaction SMILES: [CH3:25][OH:26].[N:1](=[N+:2]=[N-:3])[CH2:4][CH:5]1[CH2:6][N:7]([c:11]2[cH:12][c:13]([F:24])[c:14](-[c:18]3[cH:19][n:20][cH:21][cH:22][cH:23]3)[c:15]([F:17])[cH:16]2)[C:8](=[O:10])[O:9]1>>[NH2:1][CH2:4][CH:5]1[CH2:6][N:7]([c:11]2[cH:12][c:13]([F:24])[c:14](-[c:18]3[cH:19][n:20][cH:21][cH:22][cH:23]3)[c:15]([F:17])[cH:16]2)[C:8](=[O:10])[O:9]1. The reactants are ClC1=NC=CC=C1Cl (2,3-dichloropyridine), C[C@@H]1NCCNC1 ((S)-(−)-2-methylpiperazine), C(=O)([O-])[O-].[K+].[K+] (K2CO3). Solvent: O (water), CC(=O)N(C)C (DMA). Yields the product N1=C(C=CC=C1)N1CCNCC1 (pyridylpiperazine). As a reaction SMILES: Cl[C:2]1[C:7](Cl)=[CH:6][CH:5]=[CH:4][N:3]=1.C[C@H:10]1[CH2:15][NH:14][CH2:13][CH2:12][NH:11]1.C([O-])([O-])=O.[K+].[K+]>CC(N(C)C)=O.O>[N:3]1[CH:4]=[CH:5][CH:6]=[CH:7][C:2]=1[N:11]1[CH2:12][CH2:13][NH:14][CH2:15][CH2:10]1 |f:2.3.4|. Procedure: Dissolve 2,3-dichloropyridine (7.4 g, 0.05 moles) and (S)-(−)-2-methylpiperazine (5.0 g, 0.05 moles) in DMA (125.0 mL) under nitrogen atmosphere. Add anhydrous powdered K2CO3 (20.75 g, 0.15 moles) to this mixture and stir at 135-140° C. for 56 hours. Cool the reaction mixture to room temperature, dilute with water (400 mL), extract with EtOAc (3×200 mL) and wash the combined organic extract with brine (2×150 mL). Dry over MgSO4, and concentrate under vacuum to afford crude product as yellow liqu...